From a dataset of the Open Reaction Database (ORD), a public repository of structured organic reaction records. describe an organic reaction: reactants, conditions, products, and yield The reactants are [Al+3], CCS, ClCCl, CCOC(=O)CN(CC(C)C)S(=O)(=O)c1ccc(OC)cc1, [Cl-], [Cl-], [Cl-]. Product: CCOC(=O)CN(CC(C)C)S(=O)(=O)c1ccc(O)cc1. RXN SMILES: [Al+3:7].[CH2:1]([SH:2])[CH3:3].[CH2:30]([Cl:31])[Cl:32].[CH3:8][O:9][c:10]1[cH:11][cH:12][c:13]([S:16](=[O:17])(=[O:18])[N:19]([CH2:20][C:21](=[O:22])[O:23][CH2:24][CH3:25])[CH2:26][CH:27]([CH3:28])[CH3:29])[cH:14][cH:15]1.[Cl-:4].[Cl-:5].[Cl-:6]>>[OH:9][c:10]1[cH:11][cH:12][c:13]([S:16](=[O:17])(=[O:18])[N:19]([CH2:20][C:21](=[O:22])[O:23][CH2:24][CH3:25])[CH2:26][CH:27]([CH3:28])[CH3:29])[cH:14][cH:15]1. Reactants: C(C)OC(=O)C1=NC=C(C=C1)CNC(=O)OC(C)(C)C (5-(tert-butoxycarbonylamino-methyl)pyridine-2-carboxylic acid ethyl ester), [OH-].[Li+] (lithium hydroxide). Solvent: O.C1CCOC1 (water THF). Conditions: time 4 hour. The product is C(C)(C)(C)OC(=O)NCC=1C=CC(=NC1)C(=O)[O-].[Li+] (Lithium 5-(tert-butoxycarbonylamino-methyl)-pyridine-2-carboxylate). Yield: 118.1%. RXN SMILES: C([O:3][C:4]([C:6]1[CH:11]=[CH:10][C:9]([CH2:12][NH:13][C:14]([O:16][C:17]([CH3:20])([CH3:19])[CH3:18])=[O:15])=[CH:8][N:7]=1)=[O:5])C.[OH-].[Li+:22]>O.C1COCC1>[C:17]([O:16][C:14]([NH:13][CH2:12][C:9]1[CH:10]=[CH:11][C:6]([C:4]([O-:5])=[O:3])=[N:7][CH:8]=1)=[O:15])([CH3:20])([CH3:18])[CH3:19].[Li+:22] |f:1.2,3.4,5.6|. Procedure details: Dissolve 5-aminomethyl-2-chloro-pyridine (2 g, 14 mmol) and di-tert-butyl-dicarbonate (3.37 g, 15.4 mmol) in DCM (30 mL) and stir at room temperature for 2 h. Concentrate the reaction mixture and purify by chromatography on silica gel eluting with hexane/EtOAc (10:1 and 5:1) to give 5-(tert-butoxycarbonylamino-methyl)-2-chloro-pyridine as a yellow solid (3.6 g, 100%). MS (ES+) m/z: 243 (M+H)+. Dissolve 5-tert-butoxycarbonylamino-methyl)-2-chloro-pyridine (1 g, 4.12 mmol) in a mixture of ethanol ... Isolated yield 69.5%. Starting materials: ClC=1C=C(C=CC1S(=O)(=O)C)\C(\C(=O)O)=N/OC1CCCC1 ((E)-(3-Chloro-4-methanesulfonyl-phenyl)-cyclopentyloxyimino-acetic acid), O-(7-Azabenzotriazole-1-yl)-N,N,N′N′-tetramethyluronium hexafluorophosphate, NC=1SC2=C(N1)C=CC=C2 (2-aminobenzothiazole), C(C)(C)N(C(C)C)CC (N,N-diisopropylethylamine). Reaction conditions: time 2 hour. As a reaction SMILES: [Cl:1][C:2]1[CH:3]=[C:4](/[C:12](=[N:16]\[O:17][CH:18]2[CH2:22][CH2:21][CH2:20][CH2:19]2)/[C:13]([OH:15])=O)[CH:5]=[CH:6][C:7]=1[S:8]([CH3:11])(=[O:10])=[O:9].[NH2:23][C:24]1[S:25][C:26]2[CH:32]=[CH:31][CH:30]=[CH:29][C:27]=2[N:28]=1.C(N(CC)C(C)C)(C)C>C(#N)C>[S:25]1[C:26]2[CH:32]=[CH:31][CH:30]=[CH:29][C:27]=2[N:28]=[C:24]1[NH:23][C:13](=[O:15])/[C:12](/[C:4]1[CH:5]=[CH:6][C:7]([S:8]([CH3:11])(=[O:9])=[O:10])=[C:2]([Cl:1])[CH:3]=1)=[N:16]/[O:17][CH:18]1[CH2:22][CH2:21][CH2:20][CH2:19]1. Procedure: (E)-(3-Chloro-4-methanesulfonyl-phenyl)-cyclopentyloxyimino-acetic acid (prepared as in Example 1, 96 mg, 0.28 mmol), 2-aminobenzothiazole (42 mg, 0.28 mmol) and N,N-diisopropylethylamine (145 μL, 0.83 mmol) were combined in acetonitrile (1.25 mL) and cooled in an ice bath. O-(7-Azabenzotriazole-1-yl)-N,N,N′N′-tetramethyluronium hexafluorophosphate (106 mg, 0.28 mmol) was added and the ice bath was removed. After stirring 2 h, the reaction mixture was evaporated in vacuo. The residue was treated... Product: S1C(=NC2=C1C=CC=C2)NC(/C(=N/OC2CCCC2)/C2=CC(=C(C=C2)S(=O)(=O)C)Cl)=O ((E)-N-benzothiazol-2-yl-2-(3-chloro-4-methanesulfonyl-phenyl)-2-cyclopentyloxyimino-acetamide). The solvent is C(C)#N (acetonitrile). The reactants are COc1ccc(CNCc2ncc3n2CCN(Cc2ccccc2)C3)c(OC)c1, CC[SiH](CC)CC, ClCCl, O=C(O)C(F)(F)F. Yields the product NCc1ncc2n1CCN(Cc1ccccc1)C2, O=C(O)C(F)(F)F. As a reaction SMILES: [CH2:1]([c:2]1[cH:3][cH:4][cH:5][cH:6][cH:7]1)[N:8]1[CH2:9][c:10]2[n:11]([c:14]([CH2:17][NH:18][CH2:19][c:20]3[cH:21][cH:22][c:23]([O:24][CH3:25])[cH:26][c:27]3[O:28][CH3:29])[n:15][cH:16]2)[CH2:12][CH2:13]1.[CH2:37]([SiH:38]([CH2:39][CH3:40])[CH2:41][CH3:42])[CH3:43].[Cl:44][CH2:45][Cl:46].[F:30][C:31]([C:32](=[O:33])[OH:34])([F:35])[F:36]>>[CH2:1]([c:2]1[cH:3][cH:4][cH:5][cH:6][cH:7]1)[N:8]1[CH2:9][c:10]2[n:11]([c:14]([CH2:17][NH2:18])[n:15][cH:16]2)[CH2:12][CH2:13]1.[F:30][C:31]([C:32](=[O:33])[OH:34])([F:35])[F:36]. Reactants: COCCN(CCOC)CC(=O)OCC1=CC=CC=C1 (benzyl (bis(2-methoxyethyl)amino)acetate). Reagents/catalysts: [Pd] (Pd/C). Run in CO (methanol). Product: COCCN(CCOC)CC(=O)O ((bis(2-methoxyethyl)amino)acetic acid). RXN SMILES: [CH3:1][O:2][CH2:3][CH2:4][N:5]([CH2:10][C:11]([O:13]CC1C=CC=CC=1)=[O:12])[CH2:6][CH2:7][O:8][CH3:9]>CO.[Pd]>[CH3:1][O:2][CH2:3][CH2:4][N:5]([CH2:10][C:11]([OH:13])=[O:12])[CH2:6][CH2:7][O:8][CH3:9]. Procedure: A solution of Example 81A (19.4 g; 69 mmol) and 10% Pd/C (3.5 g) in methanol (150 mL) at room temperature was stirred under 4 atm of H2 for 17 hours, filtered through diatomaceous earth (Celite®), and concentrated to provide the desired product. The reactants are Cc1c(NCCN2CCCC2)cc(C#CC(C)(C)C)cc1N1CCN(C(=O)OC(C)(C)C)CC1, CCOC(C)=O, CC(=O)O. Yields the product Cc1c(NCCN2CCCC2)cc(CCC(C)(C)C)cc1N1CCN(C(=O)OC(C)(C)C)CC1. RXN SMILES: [CH3:1][C:2]([C:3]#[C:4][c:5]1[cH:6][c:7]([NH:25][CH2:26][CH2:27][N:28]2[CH2:29][CH2:30][CH2:31][CH2:32]2)[c:8]([CH3:24])[c:9]([N:11]2[CH2:12][CH2:13][N:14]([C:17](=[O:18])[O:19][C:20]([CH3:21])([CH3:22])[CH3:23])[CH2:15][CH2:16]2)[cH:10]1)([CH3:33])[CH3:34].[CH3:35][CH2:36][O:37][C:38](=[O:39])[CH3:40].[CH3:41][C:42](=[O:43])[OH:44]>>[CH3:1][C:2]([CH2:3][CH2:4][c:5]1[cH:6][c:7]([NH:25][CH2:26][CH2:27][N:28]2[CH2:29][CH2:30][CH2:31][CH2:32]2)[c:8]([CH3:24])[c:9]([N:11]2[CH2:12][CH2:13][N:14]([C:17](=[O:18])[O:19][C:20]([CH3:21])([CH3:22])[CH3:23])[CH2:15][CH2:16]2)[cH:10]1)([CH3:33])[CH3:34]. Reactants: C(C)OC(CC1=NC(=CC=C1C)C1=CC=C(C=C1)OC)=O (ethyl[6-(4-methoxyphenyl)-3-methyl-2-pyridinyl]acetate), [Li+].[BH4-] (LiBH4). Solvent: C1CCOC1 (THF). The product is COC1=CC=C(C=C1)C1=CC=C(C(=N1)CCO)C (2-[6-(4-methoxyphenyl)-3-methyl-2-pyridinyl]ethanol). RXN SMILES: C([O:3][C:4](=O)[CH2:5][C:6]1[C:11]([CH3:12])=[CH:10][CH:9]=[C:8]([C:13]2[CH:18]=[CH:17][C:16]([O:19][CH3:20])=[CH:15][CH:14]=2)[N:7]=1)C.[Li+].[BH4-]>C1COCC1>[CH3:20][O:19][C:16]1[CH:17]=[CH:18][C:13]([C:8]2[N:7]=[C:6]([CH2:5][CH2:4][OH:3])[C:11]([CH3:12])=[CH:10][CH:9]=2)=[CH:14][CH:15]=1 |f:1.2|. Reported procedure: Following the same procedure described for the preparation of Example 470 and starting from [6-4-methoxyphenyl)-3-methyl-2-pyridinyl]acetate (Example 479, 0.25 g, 0.88 mmol), LiBH4(0.88 mL, 2 M in THF, 1.75 mmol) in THF (4.4 mL), the title compound was obtained (0.18 g, 84%). 1H NMR (400 MHz, CD2Cl2) δ 7.87 (d, 2H), 7.55-7.45 (m, 2H), 6.98 (d, 2H), 4.18-4.08 (m, 2H), 3.85 (s, 3H), 3.06-2.95 (m, 2H), 2.29 (s, 3H). Starting materials: C1=CC=CC=C1 (benzene), CCCCCCCC (n-octane), FC(C(=O)OC1=CC=CC=C1)(F)F (phenyl trifluoroacetate), peracid, C1=CC=CC=C1 (benzene), solution, FC(C(=O)OO)(F)F (trifluoroperacetic acid). Reagents/catalysts: C(C)(=O)[O-].[Co+2].C(C)(=O)[O-] (cobalt(II) acetate). Solvent: O (water), FC(C(=O)O)(F)F (trifluoroacetic acid), FC(C(=O)O)(F)F (trifluoroacetic acid), FC(C(=O)O)(F)F (trifluoroacetic acid). Product: FC(C(=O)OC1=CC=CC=C1)(F)F (phenyl trifluoroacetate), C1(=CC=CC=C1)O (phenol). Reaction SMILES: C1C=CC=CC=1.FC(F)(F)C(OO)=O.CCCCCCCC.[F:23][C:24]([F:35])([F:34])[C:25]([O:27][C:28]1[CH:33]=[CH:32][CH:31]=[CH:30][CH:29]=1)=[O:26]>FC(F)(F)C(O)=O.C([O-])(=O)C.[Co+2].C([O-])(=O)C.O>[F:23][C:24]([F:34])([F:35])[C:25]([O:27][C:28]1[CH:33]=[CH:32][CH:31]=[CH:30][CH:29]=1)=[O:26].[C:28]1([OH:27])[CH:33]=[CH:32][CH:31]=[CH:30][CH:29]=1 |f:5.6.7|. Procedure: To a solution of benzene (0.428 g, 5.49 mmol) and cobalt(II) acetate (0.179 g, 1.01 mmol) in 50 mL of trifluoroacetic acid/10% trifluoroacetic anhydride at 25° C. was added 10 mL of a 0.5M solution of trifluoroperacetic acid in trifluoroacetic acid/10% trifluoracetic anhydride (cooled to 0° C.) by syringe pump over 20 h with stirring. The reaction mixture was initially a reddish-pink color which turned to dark green-black upon addition of the peracid. After the addition was complete, the reactio... Starting materials: O[C@@H]1CN(CC1)C(=O)OC(C)(C)C ((5)-Tert-butyl 3-hydroxypyrrolidine-1-carboxylate), FC1=CC=C(C=C1)[N+](=O)[O-] (1-fluoro-4-nitrobenzene), [OH-].[K+] (potassium hydroxide). Reagents/catalysts: [Br-].C(CCC)[N+](CCCC)(CCCC)CCCC (tetrabutylammonium bromide). Solvent: O (water). Conditions: temperature 40 celsius, time 24 hour. Yields the product [N+](=O)([O-])C1=CC=C(O[C@@H]2CN(CC2)C(=O)OC(C)(C)C)C=C1 ((5)-tert-butyl 3-(4-nitrophenoxy)pyrrolidine-1-carboxylate). Reaction SMILES: [OH:1][C@H:2]1[CH2:6][CH2:5][N:4]([C:7]([O:9][C:10]([CH3:13])([CH3:12])[CH3:11])=[O:8])[CH2:3]1.F[C:15]1[CH:20]=[CH:19][C:18]([N+:21]([O-:23])=[O:22])=[CH:17][CH:16]=1.[OH-].[K+]>[Br-].C([N+](CCCC)(CCCC)CCCC)CCC.O>[N+:21]([C:18]1[CH:19]=[CH:20][C:15]([O:1][C@H:2]2[CH2:6][CH2:5][N:4]([C:7]([O:9][C:10]([CH3:13])([CH3:12])[CH3:11])=[O:8])[CH2:3]2)=[CH:16][CH:17]=1)([O-:23])=[O:22] |f:2.3,4.5|. Reported procedure: (5)-Tert-butyl 3-hydroxypyrrolidine-1-carboxylate (10 g, 53.4 mmol) was dissolved in 1-fluoro-4-nitrobenzene (13.94 g, 99 mmol). An aqueous solution of 5.9N potassium hydroxide (77 ml, 452 mmol) was added followed by addition of tetrabutylammonium bromide (2.238 g, 6.94 mmol). The reaction mixture was stirred at 40° C. for 24 hours and then cooled, diluted with water and extracted with ethyl acetate. The combined organic layers were dried with sodium sulfate, filtered and concentrated to give th... Starting materials: [I-].C[N+]12CCCC2(C=2NC3=CC=CC=C3C2CC1)C1=CC=CC=C1 (2,3,5,6,11,11b-hexahydro-4-methyl-11b-phenyl-1H-indolizino[8,7-b]indolium iodide), [Li] (lithium), COCC(C)O (1-methoxy-2-propanol), liquid, N (ammonia). The solvent is C1=CC=CC=C1.CCCCCC (benzene hexane). Yields the product CN1CCC2=C(NC=3C=CC=CC23)C(CCC1)C1=CC=CC=C1 (1,2,3,4,5,6,7,8-Octahydro-3-methyl-7-phenylazonino[5,4-b]indole). Reaction SMILES: [I-].[CH3:2][N+:3]12[CH2:18][CH2:17][C:16]3[C:15]4[C:10](=[CH:11][CH:12]=[CH:13][CH:14]=4)[NH:9][C:8]=3[C:7]1([C:19]1[CH:24]=[CH:23][CH:22]=[CH:21][CH:20]=1)[CH2:6][CH2:5][CH2:4]2.[Li].COCC(O)C.N>C1C=CC=CC=1.CCCCCC>[CH3:2][N:3]1[CH2:4][CH2:5][CH2:6][CH:7]([C:19]2[CH:24]=[CH:23][CH:22]=[CH:21][CH:20]=2)[C:8]2[NH:9][C:10]3[CH:11]=[CH:12][CH:13]=[CH:14][C:15]=3[C:16]=2[CH2:17][CH2:18]1 |f:0.1,5.6,^1:24|. Reported procedure: Then 2,3,5,6,11,11b-hexahydro-4-methyl-11b-phenyl-1H-indolizino[8,7-b]indolium iodide (8.09 g.), 286 mg. lithium, 2.03 g. 1-methoxy-2-propanol and 2 liters liquid ammonia are reacted according to the method of Example I-(a). The white foam isolated from the 1:9 and 1:4 benzene-hexane elutes is crystallized from hexane to provide 4.38 g. base. A 300 mg. portion is crystallized (twice) from hexane thereby yielding 200 mg. of title compound, m.p. 117°-119°C., NMR (CDCl3): δ 2.45 (singlet, 3-methyl)...